This data is from the Open Reaction Database (ORD), a public repository of structured organic reaction records. The task is: describe an organic reaction: reactants, conditions, products, and yield The reactants are CN(C)C=O, ClCCl, CCOC(=O)C1C(=O)CC(=O)CC1c1ccc(C)cc1, O=P(Cl)(Cl)Cl. Yields the product CCOC(=O)C1C(=O)C=C(Cl)CC1c1ccc(C)cc1. Reaction SMILES: [CH3:6][N:7]([CH3:8])[CH:9]=[O:10].[Cl:31][CH2:32][Cl:33].[O:11]=[C:12]1[CH:13]([C:26](=[O:27])[O:28][CH2:29][CH3:30])[CH:14]([c:19]2[cH:20][cH:21][c:22]([CH3:25])[cH:23][cH:24]2)[CH2:15][C:16](=[O:18])[CH2:17]1.[P:1]([Cl:2])([Cl:3])([Cl:4])=[O:5]>>[Cl:3][C:16]1=[CH:17][C:12](=[O:11])[CH:13]([C:26](=[O:27])[O:28][CH2:29][CH3:30])[CH:14]([c:19]2[cH:20][cH:21][c:22]([CH3:25])[cH:23][cH:24]2)[CH2:15]1. The reactants are O=C(NC(CC(F)(F)Cc1ccccc1)C(=O)O)OCc1ccccc1, C[Si](C)(C)Cl, CO. Yields the product COC(=O)C(CC(F)(F)Cc1ccccc1)NC(=O)OCc1ccccc1. RXN SMILES: [CH2:6]([c:7]1[cH:8][cH:9][cH:10][cH:11][cH:12]1)[O:13][C:14](=[O:15])[NH:16][CH:17]([C:18](=[O:19])[OH:20])[CH2:21][C:22]([CH2:23][c:24]1[cH:25][cH:26][cH:27][cH:28][cH:29]1)([F:30])[F:31].[CH3:1][Si:2]([Cl:3])([CH3:4])[CH3:5].[CH3:32][OH:33]>>[CH3:1][O:20][C:18]([CH:17]([NH:16][C:14]([O:13][CH2:6][c:7]1[cH:8][cH:9][cH:10][cH:11][cH:12]1)=[O:15])[CH2:21][C:22]([CH2:23][c:24]1[cH:25][cH:26][cH:27][cH:28][cH:29]1)([F:30])[F:31])=[O:19]. Yield: 123.0%. Conditions: time 15 hour. Reaction SMILES: Br[C:2]1[CH:7]=[N:6][C:5]([O:8][CH3:9])=[C:4]2[N:10]([C:18]3[CH:19]=[C:20]([C:23]([NH2:25])=[O:24])[S:21][CH:22]=3)[N:11]=[C:12]([CH:13]3[CH2:17][CH2:16][CH2:15][CH2:14]3)[C:3]=12.C(O)C>[Pd].CN(C=O)C>[CH:13]1([C:12]2[C:3]3[C:4](=[C:5]([O:8][CH3:9])[N:6]=[CH:7][CH:2]=3)[N:10]([C:18]3[CH:19]=[C:20]([C:23]([NH2:25])=[O:24])[S:21][CH:22]=3)[N:11]=2)[CH2:14][CH2:15][CH2:16][CH2:17]1. The reactants are BrC1=C2C(=C(N=C1)OC)N(N=C2C2CCCC2)C=2C=C(SC2)C(=O)N (4-(4-bromo-3-cyclopentyl-7-methoxy-1H-pyrazolo[3,4-c]pyridin-1-yl)thiophene-2-carboxamide), C(C)O (ethanol). The solvent is CN(C)C=O (DMF). The product is C1(CCCC1)C1=NN(C2=C(N=CC=C21)OC)C=2C=C(SC2)C(=O)N (4-(3-cyclopentyl-7-methoxy-1H-pyrazolo[3,4-c]pyridin-1-yl)thiophene-2-carboxamide). The reagents and catalysts are [Pd] (palladium/carbon). Reported procedure: A mixture of 4-(4-bromo-3-cyclopentyl-7-methoxy-1H-pyrazolo[3,4-c]pyridin-1-yl)thiophene-2-carboxamide (60 mg) obtained in Step A of Example 67 and 10% palladium/carbon (50% wet, 15 mg) in a mixed solvent of ethanol (10 mL) and DMF (3 mL) was stirred under hydrogen atmosphere at room temperature for 15 hr. The reaction mixture was filtered, and the filtrate was concentrated under reduced pressure to give the title compound (60 mg). Reactants: CS(=O)(=O)NCCCCCC(=O)O (6-Methanesulfonylamino-hexanoic acid), NC1=CC=CC=C1 (aniline), C(CCl)Cl (EDC). RXN SMILES: [CH3:1][S:2]([NH:5][CH2:6][CH2:7][CH2:8][CH2:9][CH2:10][C:11]([OH:13])=O)(=[O:4])=[O:3].[NH2:14][C:15]1[CH:20]=[CH:19][CH:18]=[CH:17][CH:16]=1.C(Cl)CCl>CN(C1C=CN=CC=1)C.C1COCC1>[C:15]1([NH:14][C:11](=[O:13])[CH2:10][CH2:9][CH2:8][CH2:7][CH2:6][NH:5][S:2]([CH3:1])(=[O:3])=[O:4])[CH:20]=[CH:19][CH:18]=[CH:17][CH:16]=1. The solvent is C1CCOC1 (THF). Reported procedure: To a solution of acid 69 (100 mg, 0.48 mmol), aniline (60 μL, 0.66 mmol), and DMAP (5 mg) in THF (5 mL) was added EDC (119 mg, 0.57 mmol). The reaction mixture was stirred overnight, then partitioned between H2O (10 mL) and EtOAc (15 mL). The layers were separated, and the aqueous portion extracted with EtOAc (3×10 mL). The organic fractions were combined, washed with sat. NH4Cl (5 mL), then brine, dried over MgSO4, and filtered. Concentration under reduced pressure gave 70 as a white crystallin... Conditions: time 8 hour. Isolated yield 95.8%. Reagents/catalysts: CN(C)C=1C=CN=CC1 (DMAP). Yields the product C1(=CC=CC=C1)NC(CCCCCNS(=O)(=O)C)=O (6-Methanesulfonylamino-hexanoic acid phenylamide). Starting materials: CNC, ClCCl, CN(Cc1cc(C(F)(F)F)cc(C(F)(F)F)c1)C(=O)c1nc(COS(C)(=O)=O)ncc1-c1ccccc1Cl, O. Yields the product CN(C)Cc1ncc(-c2ccccc2Cl)c(C(=O)N(C)Cc2cc(C(F)(F)F)cc(C(F)(F)F)c2)n1. As a reaction SMILES: [CH3:42][NH:43][CH3:44].[Cl:39][CH2:40][Cl:41].[F:1][C:2]([c:3]1[cH:4][c:5]([CH2:6][N:7]([C:8](=[O:9])[c:10]2[n:11][c:12]([CH2:23][O:24][S:25]([CH3:26])(=[O:27])=[O:28])[n:13][cH:14][c:15]2-[c:16]2[c:17]([Cl:22])[cH:18][cH:19][cH:20][cH:21]2)[CH3:29])[cH:30][c:31]([C:33]([F:34])([F:35])[F:36])[cH:32]1)([F:37])[F:38].[OH2:45]>>[F:1][C:2]([c:3]1[cH:4][c:5]([CH2:6][N:7]([C:8](=[O:9])[c:10]2[n:11][c:12]([CH2:23][N:43]([CH3:42])[CH3:44])[n:13][cH:14][c:15]2-[c:16]2[c:17]([Cl:22])[cH:18][cH:19][cH:20][cH:21]2)[CH3:29])[cH:30][c:31]([C:33]([F:34])([F:35])[F:36])[cH:32]1)([F:37])[F:38]. The reactants are C1(CCCCC1)C(/C=C/Cl)=O (3-cyclohexyl-1-chloroprop-1E-en-3-one), [I-].[Na+] (sodium iodide). Solvent: CC(=O)C (acetone). The product is C1(CCCCC1)C(/C=C/I)=O (3-cyclohexyl-1-iodoprop-1E-en-3-one). Isolated yield 101.7%. Reaction SMILES: [CH:1]1([C:7](=[O:11])/[CH:8]=[CH:9]/Cl)[CH2:6][CH2:5][CH2:4][CH2:3][CH2:2]1.[I-:12].[Na+]>CC(C)=O>[CH:1]1([C:7](=[O:11])/[CH:8]=[CH:9]/[I:12])[CH2:6][CH2:5][CH2:4][CH2:3][CH2:2]1 |f:1.2|. Procedure: A solution of 153 g of (25C) and 500 g of sodium iodide in 700 ml of dry acetone (distilled from anhydrous potassium carbonate) was refluxed under argon for 18 hours. The solvent was then removed by evaporation in vacuo. The residue was mixed with water and extracted three times with ether. The combined extract was dried over anhydrous magnesium sulfate and then evaporated in vacuo to yield 238 g of the desired product which had the following spectral properties: nmr (CDCl3) δ 0.9-2.8 (11H, m), ...